This data is from the Open Reaction Database (ORD), a public repository of structured organic reaction records. The task is: describe an organic reaction: reactants, conditions, products, and yield Starting materials: COS(=O)(=O)OC, Cc1cccc(C)c1O, [Na+], [OH-], O. Product: COc1c(C)cccc1C. RXN SMILES: [CH3:12][O:13][S:14]([O:15][CH3:16])(=[O:17])=[O:18].[CH3:3][c:4]1[c:5]([OH:11])[c:6]([CH3:10])[cH:7][cH:8][cH:9]1.[Na+:2].[OH-:1].[OH2:19]>>[CH3:3][c:4]1[c:5]([O:11][CH3:12])[c:6]([CH3:10])[cH:7][cH:8][cH:9]1. Reactants: Cc1ccccc1, CC#N, O=C=Nc1ccc(F)cc1, Nc1ccc(Oc2ncnc3[nH]c(-c4ccccc4)cc23)cc1. Yields the product O=C(Nc1ccc(F)cc1)Nc1ccc(Oc2ncnc3[nH]c(-c4ccccc4)cc23)cc1. Reaction SMILES: [CH3:34][c:35]1[cH:36][cH:37][cH:38][cH:39][cH:40]1.[CH3:41][C:42]#[N:43].[F:24][c:25]1[cH:26][cH:27][c:28]([N:31]=[C:32]=[O:33])[cH:29][cH:30]1.[c:1]1(-[c:7]2[cH:8][c:9]3[c:10]([n:11][cH:12][n:13][c:14]3[O:15][c:16]3[cH:17][cH:18][c:19]([NH2:22])[cH:20][cH:21]3)[nH:23]2)[cH:2][cH:3][cH:4][cH:5][cH:6]1>>[c:1]1(-[c:7]2[cH:8][c:9]3[c:10]([n:11][cH:12][n:13][c:14]3[O:15][c:16]3[cH:17][cH:18][c:19]([NH:22][C:32]([NH:31][c:28]4[cH:27][cH:26][c:25]([F:24])[cH:30][cH:29]4)=[O:33])[cH:20][cH:21]3)[nH:23]2)[cH:2][cH:3][cH:4][cH:5][cH:6]1. Starting materials: O (water), NC1=CC=C(C=C1)O (4-aminophenol), ClC1=NC=CC(=C1)Cl (2,4-dichloropyridine), C1CCOC1 (THF). The solvent is CS(=O)C (DMSO). Conditions: time 10 minute. Product: ClC1=NC=CC(=C1)OC1=CC=C(N)C=C1 (4-((2-chloropyridin-4-yl)oxy)aniline). RXN SMILES: [NH2:1][C:2]1[CH:7]=[CH:6][C:5]([OH:8])=[CH:4][CH:3]=1.C1COCC1.[Cl:14][C:15]1[CH:20]=[C:19](Cl)[CH:18]=[CH:17][N:16]=1.O>CS(C)=O>[Cl:14][C:15]1[CH:20]=[C:19]([O:8][C:5]2[CH:6]=[CH:7][C:2]([NH2:1])=[CH:3][CH:4]=2)[CH:18]=[CH:17][N:16]=1. Procedure: A stirred solution of 4-aminophenol (740 mg, 6.8 mmol) in anhydrous DMSO (8 ml) was flushed with nitrogen and treated with 1M KOBut/THF solution (10 ml, 10 mmol). The mixture was stirred at room temperature under nitrogen for 10 minutes. 2,4-dichloropyridine (1.0 g, 6.8 mmol) was added and the mixture was heated at 60° C. for 30 minutes, cooled to room temperature and poured into 100 ml of water. The resulting precipitates were filtered, washed with water and dried to give 4-((2-chloropyridin-4-... Reactants: C1(=CC(=CC(=C1)C)C)C (mesitylene), [Cl-].[Al+3].[Cl-].[Cl-] (aluminum chloride), ClC=CCCl (1,3-dichloropropene). Product: ClC=CCC1=C(C=C(C=C1C)C)C (1-Chloro-3-(2,4,6-trimethylphenyl)-prop-1-ene). RXN SMILES: [C:1]1([CH3:9])[CH:6]=[C:5]([CH3:7])[CH:4]=[C:3]([CH3:8])[CH:2]=1.[Cl-].[Al+3].[Cl-].[Cl-].[Cl:14][CH:15]=[CH:16][CH2:17]Cl>>[Cl:14][CH:15]=[CH:16][CH2:17][C:2]1[C:3]([CH3:8])=[CH:4][C:5]([CH3:7])=[CH:6][C:1]=1[CH3:9] |f:1.2.3.4|. Reported procedure: 30 g (0.25 mol) of mesitylene and 0.7 g of aluminum chloride are introduced. 5.55 g (0.05 mol) of 1,3-dichloropropene (cis/trans) are then added dropwise at 20°-25° C. with cooling. The reactants are C(C)(=O)C=1C(C(=C(NC1C)C)C(CCCCCl)=O)C1=CC(=CC=C1)[N+](=O)[O-] (5-acetyl-1,4-dihydro-2,6-dimethyl-3-(5-chloropentanoyl)-4-(3-nitrophenyl)-pyridine), [I-].[Na+] (sodium iodide), Cl.C1(=CC=CC=C1)C1(CCNCC1)C1=CC=CC=C1 (4,4-diphenylpiperidine hydrochloride), C([O-])([O-])=O.[K+].[K+] (potassium carbonate). Run in C(C)OCC (diethyl ether), CC(=O)C (acetone), C(C)(C)O (isopropanol), O1CCOCC1 (dioxane). Product: Cl.C(C)(=O)C=1C(C(=C(NC1C)C)C(CCCCN1CCC(CC1)(C1=CC=CC=C1)C1=CC=CC=C1)=O)C1=CC(=CC=C1)[N+](=O)[O-] (5-Acetyl-1,4-dihydro-2,6-dimethyl-4-(3-nitrophenyl)-3-[5-(4,4-diphenyl-1-piperidinyl)pentanoyl]-pyridine hydrochloride). Reaction SMILES: [C:1]([C:4]1[CH:5]([C:19]2[CH:24]=[CH:23][CH:22]=[C:21]([N+:25]([O-:27])=[O:26])[CH:20]=2)[C:6]([C:12](=[O:18])[CH2:13][CH2:14][CH2:15][CH2:16][Cl:17])=[C:7]([CH3:11])[NH:8][C:9]=1[CH3:10])(=[O:3])[CH3:2].[I-].[Na+].Cl.[C:31]1([C:37]2([C:43]3[CH:48]=[CH:47][CH:46]=[CH:45][CH:44]=3)[CH2:42][CH2:41][NH:40][CH2:39][CH2:38]2)[CH:36]=[CH:35][CH:34]=[CH:33][CH:32]=1.C(=O)([O-])[O-].[K+].[K+]>CC(C)=O.O1CCOCC1.C(O)(C)C.C(OCC)C>[ClH:17].[C:1]([C:4]1[CH:5]([C:19]2[CH:24]=[CH:23][CH:22]=[C:21]([N+:25]([O-:27])=[O:26])[CH:20]=2)[C:6]([C:12](=[O:18])[CH2:13][CH2:14][CH2:15][CH2:16][N:40]2[CH2:41][CH2:42][C:37]([C:31]3[CH:36]=[CH:35][CH:34]=[CH:33][CH:32]=3)([C:43]3[CH:48]=[CH:47][CH:46]=[CH:45][CH:44]=3)[CH2:38][CH2:39]2)=[C:7]([CH3:11])[NH:8][C:9]=1[CH3:10])(=[O:3])[CH3:2] |f:1.2,3.4,5.6.7,12.13|. Procedure details: 5.5 g (14 mmol) 5-acetyl-1,4-dihydro-2,6-dimethyl-3-(5-chloropentanoyl)-4-(3-nitrophenyl)-pyridine and 4.2 g (28 mmol) sodium iodide are boiled under reflux in 200 ml anhydrous acetone for 24 h. The mixture is filtered and concentrated. The residue is boiled under reflux together with 8 g (28 mmol) 4,4-diphenylpiperidine hydrochloride and 8 g (58 mmol) potassium carbonate in 100 ml dioxane for 24 h. The mixture is filtered and concentrated, and the residue is chromatographed over silica gel with... The reactants are C(=O)(OC(C)(C)C)C(C=O)N (Boc-aminoacetaldehyde), [N+](=O)([O-])C1=C(C=CC=C1)S(=O)(=O)N(CC1=CC=C(C=C1)CNC1CCCC=2C=CC=NC12)CC1=NC=CC=C1 (N-(2-nitrobenzenesulfonyl)-N-(2-pyridinylmethyl)-N′-(5,6,7,8-tetrahydro-8-quinolinyl)-1,4-benzenedimethanamine), C(#N)[BH3-].[Na+] (sodium cyanoborohydride), CO (methanol). Product: [N+](=O)([O-])C1=C(C=CC=C1)S(=O)(=O)N(CC1=CC=C(C=C1)CN(C1CCCC=2C=CC=NC12)CCNC(=O)OC(C)(C)C)CC1=NC=CC=C1 (N-(2-nitrobenzenesulfonyl)-N-(2-pyridinylmethyl)-N′-[2-[(t-butyloxycarbonyl)amino]ethyl]-N′-(5,6,7,8-tetrahydro-8-quinolinyl)-1,4-benzenedimethanamine). Yield: 72.0%. Reaction SMILES: [C:1](C(N)C=O)([O:3][C:4]([CH3:7])([CH3:6])[CH3:5])=[O:2].[N+:12]([C:15]1[CH:20]=[CH:19][CH:18]=[CH:17][C:16]=1[S:21]([N:24]([CH2:44][C:45]1[CH:50]=[CH:49][CH:48]=[CH:47][N:46]=1)[CH2:25][C:26]1[CH:31]=[CH:30][C:29]([CH2:32][NH:33][CH:34]2[C:43]3[N:42]=[CH:41][CH:40]=[CH:39][C:38]=3[CH2:37][CH2:36][CH2:35]2)=[CH:28][CH:27]=1)(=[O:23])=[O:22])([O-:14])=[O:13].[C:51]([BH3-])#[N:52].[Na+].[CH3:55]O>>[N+:12]([C:15]1[CH:20]=[CH:19][CH:18]=[CH:17][C:16]=1[S:21]([N:24]([CH2:44][C:45]1[CH:50]=[CH:49][CH:48]=[CH:47][N:46]=1)[CH2:25][C:26]1[CH:27]=[CH:28][C:29]([CH2:32][N:33]([CH2:55][CH2:51][NH:52][C:1]([O:3][C:4]([CH3:5])([CH3:6])[CH3:7])=[O:2])[CH:34]2[C:43]3[N:42]=[CH:41][CH:40]=[CH:39][C:38]=3[CH2:37][CH2:36][CH2:35]2)=[CH:30][CH:31]=1)(=[O:22])=[O:23])([O-:14])=[O:13] |f:2.3|. Procedure details: Reaction of Boc-aminoacetaldehyde (1.0 mmol) with N-(2-nitrobenzenesulfonyl)-N-(2-pyridinylmethyl)-N′-(5,6,7,8-tetrahydro-8-quinolinyl)-1,4-benzenedimethanamine (270 mg, 0.5 mmol) in the presence of sodium cyanoborohydride in methanol afforded N-(2-nitrobenzenesulfonyl)-N-(2-pyridinylmethyl)-N′-[2-[(t-butyloxycarbonyl)amino]ethyl]-N′-(5,6,7,8-tetrahydro-8-quinolinyl)-1,4-benzenedimethanamine (248 mg, 72%). This material was then treated with trifluoroacetic acid (1 mL) in CH2Cl2 (2 mL) for 1 hou... Starting materials: NC1=CC=C2C(=N1)C(=CN2)C2CCN(CC2)CC (5-amino-3-(1-ethylpiperidin-4-yl)pyrrolo[3,2-b]pyridine), C(C)(=O)Cl (acetyl chloride). The product is C(C)(=O)NC1=CC=C2C(=N1)C(=CN2)C2CCN(CC2)CC (5-(N-[acetyl]amino)-3-(1-ethylpiperidin-4-yl)pyrrolo[3,2-b]pyridine). As a reaction SMILES: [NH2:1][C:2]1[N:7]=[C:6]2[C:8]([CH:11]3[CH2:16][CH2:15][N:14]([CH2:17][CH3:18])[CH2:13][CH2:12]3)=[CH:9][NH:10][C:5]2=[CH:4][CH:3]=1.[C:19](Cl)(=[O:21])[CH3:20]>>[C:19]([NH:1][C:2]1[N:7]=[C:6]2[C:8]([CH:11]3[CH2:16][CH2:15][N:14]([CH2:17][CH3:18])[CH2:13][CH2:12]3)=[CH:9][NH:10][C:5]2=[CH:4][CH:3]=1)(=[O:21])[CH3:20]. Reported procedure: Beginning with 0.015 gm (0.061 mMol) 5-amino-3-(1-ethylpiperidin-4-yl)pyrrolo[3,2-b]pyridine and 0.006 mL (0.080 mMol) acetyl chloride, the title compound was prepared essentially by the procedure described in Example 7. Reaction SMILES: NC1C=CC(CN2CCN(C(OC(C)(C)C)=O)[C@H](C)C2)=CC=1.[CH3:23][C@H:24]1[CH2:29][N:28]([CH2:30][C:31]2[CH:36]=[CH:35][C:34]([NH:37][CH3:38])=[CH:33][CH:32]=2)[CH2:27][CH2:26][N:25]1[C:39]([O:41][C:42]([CH3:45])([CH3:44])[CH3:43])=[O:40].[BH4-].[Na+]>>[CH3:23][C@@H:24]1[CH2:29][N:28]([CH2:30][C:31]2[CH:36]=[CH:35][C:34]([NH:37][CH3:38])=[CH:33][CH:32]=2)[CH2:27][CH2:26][N:25]1[C:39]([O:41][C:42]([CH3:43])([CH3:45])[CH3:44])=[O:40] |f:2.3|. Procedure details: The title compound was prepared from 1,1-dimethylethyl (2R)-4-[(4-aminophenyl)methyl]-2-methyl-1-piperazinecarboxylate (D5) using a method similar to that described for D3 in Description 3A although the reaction was heated at 50° C. for 48 h prior to addition of sodium borohydride. δH (CDCl3, 400 MHz) 7.13 (2H, d), 6.57 (2H, d), 4.16 (1H, m), 3.78 (1H, d), 3.42 (1H, d), 3.29 (1H, d), 3.08 (1H, td), 2.83 (3H, s), 2.75 (1H, m), 2.59 (1H, m), 2.07 (1H, dd), 1.94 (1H, m), 1.45 (9H, s), 1.21 (3H, d).... Solvent: 3A. Starting materials: NC1=CC=C(C=C1)CN1C[C@H](N(CC1)C(=O)OC(C)(C)C)C (1,1-Dimethylethyl (2R)-4-[(4-aminophenyl)methyl]-2-methyl-1-piperazinecarboxylate), C[C@@H]1N(CCN(C1)CC1=CC=C(C=C1)NC)C(=O)OC(C)(C)C (1,1-Dimethylethyl (2S)-2-methyl-4-{[4-(methylamino)phenyl]methyl}-1-piperazinecarboxylate), [BH4-].[Na+] (sodium borohydride). Reaction conditions: temperature 50 celsius. Yields the product C[C@H]1N(CCN(C1)CC1=CC=C(C=C1)NC)C(=O)OC(C)(C)C (1,1-Dimethylethyl (2R)-2-methyl-4-{[4-(methylamino)phenyl]methyl}-1-piperazinecarboxylate). Starting materials: [S-2].[Na+].[Na+] (sodium sulfide), COC(C1=NC=C(C=C1)CCl)OC (2-di(methoxy)methyl-5-chloromethylpyridine), alcohol. Solvent: O (water), alcohol. Conditions: time 0.5 hour. The product is C(=O)C1=NC=C(C=C1)CSSCC=1C=CC(=NC1)C=O (bis[2-formyl-5-pyridylmethyl]disulfide). RXN SMILES: CO[CH:3]([O:12]C)[C:4]1[CH:9]=[CH:8][C:7]([CH2:10]Cl)=[CH:6][N:5]=1.[S-2:14].[Na+].[Na+]>O>[CH:3]([C:4]1[CH:9]=[CH:8][C:7]([CH2:10][S:14][S:14][CH2:10][C:7]2[CH:8]=[CH:9][C:4]([CH:3]=[O:12])=[N:5][CH:6]=2)=[CH:6][N:5]=1)=[O:12] |f:1.2.3|. Reported procedure: A solution of 0.1 mole of 2-di(methoxy)methyl-5-chloromethylpyridine in absolute alcohol (150 ml.) is added dropwise at 10°-15° C. over 20 minutes, to a suspension of 6 g. of sodium sulfide (Na2S2) in 50 ml. of absolute alcohol. The mixture stirred at room temperature for 1/2 hour, then 15 min. at 40°-50° C. and poured into 800 ml. of water. The mixture is extracted with ether and the extract is dried over magnesium sulfate and concentrated to an oil. The oil is dissolved in 80 ml. of 1 N hydroc...